This data is from the Open Reaction Database (ORD), a public repository of structured organic reaction records. The task is: describe an organic reaction: reactants, conditions, products, and yield Reactants: CC=1N(C2=CC=CC=C2C1C(=O)C1=C(C=CC=C1)C(=O)O)CCCCCCCC ((2-methyl-1-n-octylindol-3-yl)-(2-carboxyphenyl)ketone), CN(C1=CC2=C(C(=CO2)C)C=C1)C (6-dimethylamino-3-methylbenzofuran), [OH-].[Na+] (sodium hydroxide). Run in C(C)(=O)OC(C)=O (acetic anhydride). Run at temperature 40 celsius. Yields the product CN(C1=CC2=C(C(=C(O2)C2(OC(=O)C3=CC=CC=C23)C2=C(N(C3=CC=CC=C23)CCCCCCCC)C)C)C=C1)C (3-(6-dimethylamino-3-methyl-benzofuran-2-yl)-3-(2-methyl-1-n-octylindol-3-yl)phthalide). Yield: 66.3%. RXN SMILES: [CH3:1][C:2]1[N:3]([CH2:22][CH2:23][CH2:24][CH2:25][CH2:26][CH2:27][CH2:28][CH3:29])[C:4]2[C:9]([C:10]=1[C:11]([C:13]1[CH:18]=[CH:17][CH:16]=[CH:15][C:14]=1[C:19]([OH:21])=[O:20])=O)=[CH:8][CH:7]=[CH:6][CH:5]=2.[CH3:30][N:31]([CH3:42])[C:32]1[CH:41]=[CH:40][C:35]2[C:36]([CH3:39])=[CH:37][O:38][C:34]=2[CH:33]=1.[OH-].[Na+]>C(OC(=O)C)(=O)C>[CH3:42][N:31]([CH3:30])[C:32]1[CH:41]=[CH:40][C:35]2[C:36]([CH3:39])=[C:37]([C:11]3([C:10]4[C:9]5[C:4](=[CH:5][CH:6]=[CH:7][CH:8]=5)[N:3]([CH2:22][CH2:23][CH2:24][CH2:25][CH2:26][CH2:27][CH2:28][CH3:29])[C:2]=4[CH3:1])[C:13]4[C:14](=[CH:15][CH:16]=[CH:17][CH:18]=4)[C:19](=[O:21])[O:20]3)[O:38][C:34]=2[CH:33]=1 |f:2.3|. Procedure: 3.5 g of (2-methyl-1-n-octylindol-3-yl)-(2-carboxyphenyl)ketone and 1.6 g of 6-dimethylamino-3-methylbenzofuran are suspended in 45 ml of acetic anhydride and heated to 40° C. After 2 hours the reaction product is poured onto ice, basified with concentrated sodium hydroxide solution and filtered off. The crude product is recrystallized from toluene/methanol to give 3.25 g of the 3-(6-dimethylamino-3-methyl-benzofuran-2-yl)-3-(2-methyl-1-n-octylindol-3-yl)phthalide compound of the formula ##STR28... The reactants are CC(C)(C)OC(=O)NC1CC(=O)N(c2ccc(O)cc2)C1, O=C([O-])[O-], CCC(C)=O, CCOC(C)=O, Fc1cccc(CBr)c1, [K+], [K+]. The product is CC(C)(C)OC(=O)NC1CC(=O)N(c2ccc(OCc3cccc(F)c3)cc2)C1. RXN SMILES: [C:1]([CH3:2])([CH3:3])([CH3:4])[O:5][C:6]([NH:7][CH:8]1[CH2:9][N:10]([c:14]2[cH:15][cH:16][c:17]([OH:20])[cH:18][cH:19]2)[C:11](=[O:13])[CH2:12]1)=[O:21].[C:31](=[O:32])([O-:33])[O-:34].[CH3:37][C:38](=[O:39])[CH2:40][CH3:41].[CH3:42][CH2:43][O:44][C:45](=[O:46])[CH3:47].[F:22][c:23]1[cH:24][c:25]([CH2:26][Br:27])[cH:28][cH:29][cH:30]1.[K+:35].[K+:36]>>[C:1]([CH3:2])([CH3:3])([CH3:4])[O:5][C:6]([NH:7][CH:8]1[CH2:9][N:10]([c:14]2[cH:15][cH:16][c:17]([O:20][CH2:26][c:25]3[cH:24][c:23]([F:22])[cH:30][cH:29][cH:28]3)[cH:18][cH:19]2)[C:11](=[O:13])[CH2:12]1)=[O:21]. Reactants: NCC1CCCCC1, O=C(Nc1nc2cc(C(F)(F)F)cc(Cl)n2n1)c1cccnc1. The product is O=C(Nc1nc2cc(C(F)(F)F)cc(NCC3CCCCC3)n2n1)c1cccnc1. As a reaction SMILES: [CH:24]1([CH2:30][NH2:31])[CH2:25][CH2:26][CH2:27][CH2:28][CH2:29]1.[Cl:1][c:2]1[cH:3][c:4]([C:20]([F:21])([F:22])[F:23])[cH:5][c:6]2[n:7]1[n:8][c:9]([NH:11][C:12]([c:13]1[cH:14][n:15][cH:16][cH:17][cH:18]1)=[O:19])[n:10]2>>[c:2]1([NH:31][CH2:30][CH:24]2[CH2:25][CH2:26][CH2:27][CH2:28][CH2:29]2)[cH:3][c:4]([C:20]([F:21])([F:22])[F:23])[cH:5][c:6]2[n:7]1[n:8][c:9]([NH:11][C:12]([c:13]1[cH:14][n:15][cH:16][cH:17][cH:18]1)=[O:19])[n:10]2. The reactants are IC1=NNC2=CN=C(C=C21)C=2C=NC=CC2 (3-iodo-5-(pyridin-3-yl)-1H-pyrazolo[3,4-c]pyridine), O1C=C(CC1)B1OC(C(O1)(C)C)(C)C (2-(4,5-dihydrofuran-3-yl)-4,4,5,5-tetramethyl-1,3,2-dioxaborolane). Product: O1C=C(CC1)C1=NNC2=CN=C(C=C21)C=2C=NC=CC2 (3-(4,5-dihydrofuran-3-yl)-5-(pyridin-3-yl)-1H-pyrazolo[3,4-c]pyridine). The yield is 40.0%. Reaction SMILES: I[C:2]1[C:10]2[C:5](=[CH:6][N:7]=[C:8]([C:11]3[CH:12]=[N:13][CH:14]=[CH:15][CH:16]=3)[CH:9]=2)[NH:4][N:3]=1.[O:17]1[CH2:21][CH2:20][C:19](B2OC(C)(C)C(C)(C)O2)=[CH:18]1>>[O:17]1[CH2:21][CH2:20][C:19]([C:2]2[C:10]3[C:5](=[CH:6][N:7]=[C:8]([C:11]4[CH:12]=[N:13][CH:14]=[CH:15][CH:16]=4)[CH:9]=3)[NH:4][N:3]=2)=[CH:18]1. Reported procedure: Following the procedures Example 281, 3-iodo-5-(pyridin-3-yl)-1H-pyrazolo[3,4-c]pyridine from Example 4 and 2-(4,5-dihydrofuran-3-yl)-4,4,5,5-tetramethyl-1,3,2-dioxaborolane were reacted to give 284 as a white solid (0.1 g, 40%). 1H NMR (400 MHz, DMSO): δ 9.42 (s, 1H), 9.09 (s, 1H), 8.56-8.57 (m, 2H), 8.51 (s, 1H), 7.86 (s, 1H), 7.47-7.49 (m, 1H), 4.46-4.50 (m, 2H), 3.12-3.14 (m, 2H). ESI MS m/z=265 (M+1) Reactants: Compound 72, FC(C=1C=C(C=C(C1)C(F)(F)F)N=C=O)(F)F (3,5-bis(trifluoromethyl)phenylisocyanate), C(C)C(CC)NO (N-(1-ethylpropyl)hydroxylamine). Yields the product ON(C(=O)NC1=CC(=CC(=C1)C(F)(F)F)C(F)(F)F)C(CC)CC (1-Hydroxy-1-(1-ethylpropyl)-3-(3,5-bis(trifluoromethyl)phenyl)urea). The yield is 8.8%. Reaction SMILES: [F:1][C:2]([F:17])([F:16])[C:3]1[CH:4]=[C:5]([N:13]=[C:14]=[O:15])[CH:6]=[C:7]([C:9]([F:12])([F:11])[F:10])[CH:8]=1.[CH2:18]([CH:20]([NH:23][OH:24])[CH2:21][CH3:22])[CH3:19]>>[OH:24][N:23]([CH:20]([CH2:21][CH3:22])[CH2:18][CH3:19])[C:14]([NH:13][C:5]1[CH:4]=[C:3]([C:2]([F:16])([F:17])[F:1])[CH:8]=[C:7]([C:9]([F:12])([F:10])[F:11])[CH:6]=1)=[O:15]. Reported procedure: Using the method of Compound 72, 3,5-bis(trifluoromethyl)phenylisocyanate (1.3 g, 5.1 mmole) was reacted with N-(1-ethylpropyl)hydroxylamine (0.58 g, 5.6 mmole) to provide 160 mg of the desired product as a white crystalline solid, m.p. 115°-116° C. Analysis: Calculated for: C14H16F6N2O2 : %C, 46.93; %H, 4.5; %N, 7.82; Found: %C, 46.8; %H, 4.37; %N, 7.89. Reactants: S(=O)(=O)(C1=CC=C(C)C=C1)CCC1NC(C2=CC=CC=C12)=O (1,3-dihydro-3-(2-tosylethyl)-2H-isoindol-1-one), CC=1C=C(C=CC1C)N1CCNCC1 (1-(3,4-dimethylphenyl)-piperazine), C(=O)([O-])[O-].[K+].[K+] (K2CO3). Solvent: CC#N (CH3CN). Run at time 20 minute. Product: CC=1C=C(C=CC1C)N1CCN(CC1)CCC1NC(C2=CC=CC=C12)=O (3-{2-[4-(3,4-dimethyl-phenyl)-piperazin-1-yl]-ethyl}-2,3-dihydro-isoindol-1-one). Isolated yield 60.8%. Reaction SMILES: S([CH2:11][CH2:12][CH:13]1[C:21]2[C:16](=[CH:17][CH:18]=[CH:19][CH:20]=2)[C:15](=[O:22])[NH:14]1)(C1C=CC(C)=CC=1)(=O)=O.[CH3:23][C:24]1[CH:25]=[C:26]([N:31]2[CH2:36][CH2:35][NH:34][CH2:33][CH2:32]2)[CH:27]=[CH:28][C:29]=1[CH3:30].C([O-])([O-])=O.[K+].[K+]>CC#N>[CH3:23][C:24]1[CH:25]=[C:26]([N:31]2[CH2:32][CH2:33][N:34]([CH2:11][CH2:12][CH:13]3[C:21]4[C:16](=[CH:17][CH:18]=[CH:19][CH:20]=4)[C:15](=[O:22])[NH:14]3)[CH2:35][CH2:36]2)[CH:27]=[CH:28][C:29]=1[CH3:30] |f:2.3.4|. Reported procedure: A solution of 1,3-dihydro-3-(2-tosylethyl)-2H-isoindol-1-one (4.2 g, 12.7 mmol), 1-(3,4-dimethylphenyl)-piperazine (2.6 g, 13.9 mmol), and K2CO3 (8.8 g, 63.3 mmol) in 150 mL of CH3CN is warmed to reflux overnight under argon. After being cooled to room temperature, the solvent is evaporated, and the remaining solid is stirred in 100 mL of H2O for 20 minutes. The solid is collected, dried, and recrystallized from CH3CN to give 2.7 g (60% yield) of 3-{2-[4-(3,4-dimethyl-phenyl)-piperazin-1-yl]-eth... As a reaction SMILES: [C:10](=[O:11])([O-:12])[O-:13].[CH3:16][C:17](=[O:18])[NH:19][c:20]1[c:21]([N+:27](=[O:28])[O-:29])[cH:22][cH:23][c:24]([F:26])[cH:25]1.[CH3:30][S:31]([CH3:32])=[O:33].[K+:14].[K+:15].[OH2:34].[OH:1][c:2]1[cH:3][cH:4][c:5]([Cl:6])[cH:7][c:8]1[Cl:9]>>[O:1]([c:2]1[cH:3][cH:4][c:5]([Cl:6])[cH:7][c:8]1[Cl:9])[c:24]1[cH:23][cH:22][c:21]([N+:27](=[O:28])[O-:29])[c:20]([NH:19][C:17]([CH3:16])=[O:18])[cH:25]1. The product is CC(=O)Nc1cc(Oc2ccc(Cl)cc2Cl)ccc1[N+](=O)[O-]. Starting materials: O=C([O-])[O-], CC(=O)Nc1cc(F)ccc1[N+](=O)[O-], CS(C)=O, [K+], [K+], O, Oc1ccc(Cl)cc1Cl.